Dataset: the Open Reaction Database (ORD), a public repository of structured organic reaction records. Task: describe an organic reaction: reactants, conditions, products, and yield Starting materials: C1CCC2=NCCCN2CC1, CCOC(=O)CP(=O)(OCC)OCC, CC#N, [Cl-], CCC(=C(c1ccc(C=O)cc1)c1ccc2c(cnn2C2CCCCO2)c1)c1ccc(F)cc1Cl, [Li+]. The product is CCOC(=O)C=Cc1ccc(C(=C(CC)c2ccc(F)cc2Cl)c2ccc3c(cnn3C3CCCCO3)c2)cc1. As a reaction SMILES: [CH2:52]1[CH2:53][CH2:54][C:55]2=[N:60][CH2:59][CH2:58][CH2:57][N:56]2[CH2:61][CH2:62]1.[CH3:36][CH2:37][O:38][C:39](=[O:40])[CH2:41][P:42]([O:43][CH2:44][CH3:45])([O:46][CH2:47][CH3:48])=[O:49].[CH3:63][C:64]#[N:65].[Cl-:51].[Cl:1][c:2]1[c:3]([C:9](=[C:10]([c:11]2[cH:12][c:13]3[cH:14][n:15][n:16]([CH:20]4[O:21][CH2:22][CH2:23][CH2:24][CH2:25]4)[c:17]3[cH:18][cH:19]2)[c:26]2[cH:27][cH:28][c:29]([CH:30]=[O:31])[cH:32][cH:33]2)[CH2:34][CH3:35])[cH:4][cH:5][c:6]([F:8])[cH:7]1.[Li+:50]>>[Cl:1][c:2]1[c:3]([C:9](=[C:10]([c:11]2[cH:12][c:13]3[cH:14][n:15][n:16]([CH:20]4[O:21][CH2:22][CH2:23][CH2:24][CH2:25]4)[c:17]3[cH:18][cH:19]2)[c:26]2[cH:27][cH:28][c:29]([CH:30]=[CH:41][C:39]([O:38][CH2:37][CH3:36])=[O:40])[cH:32][cH:33]2)[CH2:34][CH3:35])[cH:4][cH:5][c:6]([F:8])[cH:7]1. The reactants are Brc1cnc2ccccc2c1, CC(=O)[O-], [Cu], [K+], O=C1NCCO1, Cc1ccccc1C. Yields the product O=C1OCCN1c1cnc2ccccc2c1. Reaction SMILES: [Br:1][c:2]1[cH:3][n:4][c:5]2[cH:6][cH:7][cH:8][cH:9][c:10]2[cH:11]1.[CH3:19][C:20](=[O:21])[O-:22].[Cu:31].[K+:18].[O:12]1[C:13](=[O:17])[NH:14][CH2:15][CH2:16]1.[c:23]1([CH3:24])[c:25]([CH3:26])[cH:27][cH:28][cH:29][cH:30]1>>[c:2]1([N:14]2[C:13](=[O:17])[O:12][CH2:16][CH2:15]2)[cH:3][n:4][c:5]2[cH:6][cH:7][cH:8][cH:9][c:10]2[cH:11]1. Run at temperature 0 celsius, time 45 minute. Reported procedure: A solution of 11.8 g (133.4 mmol) of trans 2-butene-1,4-diol in 100 ml of DMF was treated with 6.4 g (147 mmol) of sodium hydride dispersion on oil (55%), stirred at 0° C. for 45 min., and treated dropwise with 25.1 g (160 mmol) of 4-methoxybenzylchloride. The mixture was stirred during 5 hrs at RT and then poured into a saturated aqueous solution of NaCl. Extraction with AcOEt, drying of the combined organic phases over Na2SO4, filtration, evaporation of the solvent and chromatography on silica... The yield is 20.5%. Run in CN(C)C=O (DMF). The product is COC1=CC=C(COC/C=C/CO)C=C1 (trans 4-(4-methoxy-benzyloxy)-but-2-en-1-ol). Reaction SMILES: [CH2:1]([OH:6])/[CH:2]=[CH:3]/[CH2:4][OH:5].[H-].[Na+].[CH3:9][O:10][C:11]1[CH:18]=[CH:17][C:14]([CH2:15]Cl)=[CH:13][CH:12]=1.[Na+].[Cl-]>CN(C=O)C>[CH3:9][O:10][C:11]1[CH:18]=[CH:17][C:14]([CH2:15][O:5][CH2:4]/[CH:3]=[CH:2]/[CH2:1][OH:6])=[CH:13][CH:12]=1 |f:1.2,4.5|. Starting materials: C(\C=C\CO)O (trans 2-butene-1,4-diol), [H-].[Na+] (sodium hydride), [Na+].[Cl-] (NaCl), COC1=CC=C(CCl)C=C1 (4-methoxybenzylchloride).